Dataset: the Open Reaction Database (ORD), a public repository of structured organic reaction records. Task: describe an organic reaction: reactants, conditions, products, and yield Reactants: COCC1NCCNC1 (2-(methoxymethyl)piperazine), ClC1=C(C=C2C(C(=CN(C2=C1)CC)C(=O)O)=O)F (7-chloro-1-ethyl-6-fluoro-1,4-dihydro-4-oxo-3-quinolinecarboxylic acid). The solvent is N1=CC=CC=C1 (pyridine). Yields the product C(C)N1C=C(C(C2=CC(=C(C=C12)N1CC(NCC1)COC)F)=O)C(=O)O (1-Ethyl-6-fluoro-1,4-dihydro-7-[3-(methoxymethyl)-1-piperazinyl]-4-oxo-3-quinolinecarboxylic acid). Reaction SMILES: [CH3:1][O:2][CH2:3][CH:4]1[CH2:9][NH:8][CH2:7][CH2:6][NH:5]1.Cl[C:11]1[CH:20]=[C:19]2[C:14]([C:15](=[O:26])[C:16]([C:23]([OH:25])=[O:24])=[CH:17][N:18]2[CH2:21][CH3:22])=[CH:13][C:12]=1[F:27]>N1C=CC=CC=1>[CH2:21]([N:18]1[C:19]2[C:14](=[CH:13][C:12]([F:27])=[C:11]([N:8]3[CH2:7][CH2:6][NH:5][CH:4]([CH2:3][O:2][CH3:1])[CH2:9]3)[CH:20]=2)[C:15](=[O:26])[C:16]([C:23]([OH:25])=[O:24])=[CH:17]1)[CH3:22]. Procedure: A 1.7 g portion of 2-(methoxymethyl)piperazine was dissolved in 8 ml of pyridine. A 0.88 g portion of 7-chloro-1-ethyl-6-fluoro-1,4-dihydro-4-oxo-3-quinolinecarboxylic acid was added and the mixture was heated in a pressure bottle, under argon, at 120°-130° C. for 18 hours. The solvents were removed and the resulting gum evaporated three times from toluene. The residue was purified by column chromatography, eluting with chloroform:methanol saturated with water (90:10). The appropriate fractions ... Conditions: temperature 70 celsius. As a reaction SMILES: S[C:2]1[CH:7]=CC=C[N+]=1[O-].[NH2:9][C:10]1[CH:15]=[CH:14][CH:13]=[C:12]([Br:16])[N:11]=1.Br.[OH2:18]>C(OC(=O)C)(=O)C>[C:7]([NH:9][C:10]1[CH:15]=[CH:14][CH:13]=[C:12]([Br:16])[N:11]=1)(=[O:18])[CH3:2]. Run in C(C)(=O)OC(C)=O (acetic anhydride), C(C)(=O)OC(C)=O (acetic anhydride). Product: C(C)(=O)NC1=NC(=CC=C1)Br (2-acetamido-6-bromopyridine). The reactants are O (water), NC1=NC(=CC=C1)Br (2-amino-6-bromopyridine), Br (hydrogen bromide), 3-hydroxyglutaronitriles, SC1=[N+](C=CC=C1)[O-] (mercapto pyridine-1-oxide). Procedure details: More specifically, the mercapto pyridine-1-oxide derivatives of the instant invention are prepared from known starting materials. 2-amino-6-bromopyridine which may be prepared by hydrogen bromide induced cyclization of 3-hydroxyglutaronitriles, a method described in U.S. Pat. No. 3,096,337, or by any other known process, is dissolved in an excess amount of acetic anhydride and heated at 70° C for 45 minutes and the excess acetic anhydride is hydrolyzed by the addition of 300 ml. water, to give a... Reactants: OCCC1C(C1)N1C(=O)NC(=O)C=C1 (1-(2'-(2"-hydroxyethyl)cyclopropyl) uracil), product, C[Si](N[Si](C)(C)C)(C)C (hexamethyldisilazane), C(=O)N (formamide), resultant mixture. The solvent is CO (methanol). Reaction conditions: temperature 140 celsius, time 85 hour. The product is OCCC1C(C1)N1C(=O)N=C(N)C=C1 (1-(2'-(2"-Hydroxyethyl)cyclopropyl)cytosine). RXN SMILES: [OH:1][CH2:2][CH2:3][CH:4]1[CH2:6][CH:5]1[N:7]1[CH:14]=[CH:13][C:11](=O)[NH:10][C:8]1=[O:9].C[Si](C)(C)[NH:17][Si](C)(C)C.C(N)=O>CO>[OH:1][CH2:2][CH2:3][CH:4]1[CH2:6][CH:5]1[N:7]1[CH:14]=[CH:13][C:11]([NH2:17])=[N:10][C:8]1=[O:9]. Procedure: To 79 mg (0.42 mmol) of 1-(2'-(2"-hydroxyethyl)cyclopropyl) uracil, the product of Step B of Example 8, is added 0.44 mL (2.1 mmol) of hexamethyldisilazane and 0.034 mL (0.82 mmol) of formamide and the resultant mixture is heated with stirring in a sealed tube at 140° C. After 85 h, 10 mL of methanol is added to the cooled reaction mixture, the tube resealed and heated to 65° C. After 3 h at 65° C., the cooled reaction mixture is concentrated under reduced pressure. The residue is dissolved in 1... The reactants are C(C1=CC=CC=C1)OC(=O)NCCSC[C@@H](NC(=O)OC(C)(C)C)C(=O)O ((S)-3-(2-{[benzyloxycarbonyl]-amino}-ethylthio)-N-(tert-butyloxy-carbonyl)-alanine), CS(=O)(=O)Cl (methanesulphonyl chloride), S1CNCC1 (1,3-thiazolidine). The product is Cl.N[C@H](CSCCNS(=O)(=O)C)C(N1CSCC1)=O ((S)-N-{2-[2-Amino-3-oxo-3-(1,3-thiazolidin-3-yl)propylthio]-ethyl}-methanesulphonamide Hydrochloride). As a reaction SMILES: C(OC([NH:11][CH2:12][CH2:13][S:14][CH2:15][C@H:16]([C:25]([OH:27])=O)[NH:17]C(OC(C)(C)C)=O)=O)C1C=CC=CC=1.[CH3:28][S:29]([Cl:32])(=[O:31])=[O:30].[S:33]1[CH2:37][CH2:36][NH:35][CH2:34]1>>[ClH:32].[NH2:17][C@@H:16]([C:25](=[O:27])[N:35]1[CH2:36][CH2:37][S:33][CH2:34]1)[CH2:15][S:14][CH2:13][CH2:12][NH:11][S:29]([CH3:28])(=[O:31])=[O:30] |f:3.4|. Procedure: Starting from (S)-3-(2-{[benzyloxycarbonyl]-amino}-ethylthio)-N-(tert-butyloxy-carbonyl)-alanine, methanesulphonyl chloride and 1,3-thiazolidine, the expected product is obtained according to the procedure described in Example 37. Reactants: CS(C)=O, Fc1ccc(Sc2ccccc2CCl)cc1, N#C[Na]. Yields the product N#CCc1ccccc1Sc1ccc(F)cc1. RXN SMILES: [CH3:20][S:21]([CH3:22])=[O:23].[F:1][c:2]1[cH:3][cH:4][c:5]([S:8][c:9]2[c:10]([CH2:11][Cl:12])[cH:13][cH:14][cH:15][cH:16]2)[cH:6][cH:7]1.[Na:17][C:18]#[N:19]>>[F:1][c:2]1[cH:3][cH:4][c:5]([S:8][c:9]2[c:10]([CH2:11][C:18]#[N:19])[cH:13][cH:14][cH:15][cH:16]2)[cH:6][cH:7]1. The reactants are O, O=[N+]([O-])O, c1ccc(-c2nc3ccccc3s2)cc1. Product: O=[N+]([O-])c1ccc2nc(-c3ccccc3)sc2c1. RXN SMILES: [OH2:20].[OH:16][N+:17]([O-:18])=[O:19].[c:1]1(-[c:7]2[s:8][c:9]3[c:10]([n:11]2)[cH:12][cH:13][cH:14][cH:15]3)[cH:2][cH:3][cH:4][cH:5][cH:6]1>>[c:1]1(-[c:7]2[s:8][c:9]3[c:10]([n:11]2)[cH:12][cH:13][c:14]([N+:17](=[O:16])[O-:18])[cH:15]3)[cH:2][cH:3][cH:4][cH:5][cH:6]1. Reactants: C1(CCCCC1)C=O (cyclohexanecarboxaldehyde), NCC(CO)CO (2-aminomethyl-1,3-propanediol). Yields the product C1(CCCCC1)CNCC(CO)CO (2-[[(Cyclohexylmethyl)amino]methyl]-1,3-propanediol). As a reaction SMILES: [CH:1]1([CH:7]=O)[CH2:6][CH2:5][CH2:4][CH2:3][CH2:2]1.[NH2:9][CH2:10][CH:11]([CH2:14][OH:15])[CH2:12][OH:13]>>[CH:1]1([CH2:7][NH:9][CH2:10][CH:11]([CH2:14][OH:15])[CH2:12][OH:13])[CH2:2][CH2:3][CH2:4][CH2:5][CH2:6]1. Reported procedure: In a manner similar to Preparation 8, react cyclohexanecarboxaldehyde with 2-aminomethyl-1,3-propanediol to obtain the title compound. Starting materials: C(#N)C1=NC(=CC2=C1N=CN2C)C2=CC(=C(OCCC1(CCN(CC1)C(=O)OC(C)(C)C)F)C=C2)C(F)(F)F (tert-butyl 4-(2-(4-(4-cyano-1-methyl-1H-imidazo[4,5-c]pyridin-6-yl)-2-(trifluoromethyl)phenoxy)ethyl)-4-fluoropiperidine-1-carboxylate), C(C)#N (acetonitrile), C(Cl)Cl (DCM), FC(C(=O)O)(F)F (trifluoroacetic acid). Reaction conditions: time 10 minute. The product is Cl.FC1(CCNCC1)CCOC1=C(C=C(C=C1)C1=CC2=C(C(=N1)C#N)N=CN2C)C(F)(F)F (6-(4-(2-(4-fluoropiperidin-4-yl)ethoxy)-3-(trifluoromethyl)phenyl)-1-methyl-1H-imidazo[4,5-c]pyridine-4-carbonitrile hydrochloride), C(=O)(C(F)(F)F)O (TFA). As a reaction SMILES: [C:1]([C:3]1[C:8]2[N:9]=[CH:10][N:11]([CH3:12])[C:7]=2[CH:6]=[C:5]([C:13]2[CH:35]=[CH:34][C:16]([O:17][CH2:18][CH2:19][C:20]3([F:33])[CH2:25][CH2:24][N:23](C(OC(C)(C)C)=O)[CH2:22][CH2:21]3)=[C:15]([C:36]([F:39])([F:38])[F:37])[CH:14]=2)[N:4]=1)#[N:2].C(#N)C.[F:43][C:44]([F:49])([F:48])[C:45]([OH:47])=[O:46].C(Cl)[Cl:51]>>[ClH:51].[F:33][C:20]1([CH2:19][CH2:18][O:17][C:16]2[CH:34]=[CH:35][C:13]([C:5]3[N:4]=[C:3]([C:1]#[N:2])[C:8]4[N:9]=[CH:10][N:11]([CH3:12])[C:7]=4[CH:6]=3)=[CH:14][C:15]=2[C:36]([F:37])([F:38])[F:39])[CH2:25][CH2:24][NH:23][CH2:22][CH2:21]1.[C:45]([OH:47])([C:44]([F:49])([F:48])[F:43])=[O:46] |f:4.5|. Reported procedure: To tert-butyl 4-(2-(4-(4-cyano-1-methyl-1H-imidazo[4,5-c]pyridin-6-yl)-2-(trifluoromethyl)phenoxy)ethyl)-4-fluoropiperidine-1-carboxylate (0.7 g) in DCM (15 ml) was added acetonitrile (10 ml), followed by trifluoroacetic acid (10 ml). The mixture was stirred at room temperature for 10 minutes, then solvent and excess TFA were removed under vacuum. The residue was taken into ethyl acetate (15 ml), and diethylether (20 ml) was then added. The white precipitate product was then collected by filtrat...